From a dataset of the Open Reaction Database (ORD), a public repository of structured organic reaction records. describe an organic reaction: reactants, conditions, products, and yield The reactants are ClC1=C(C(=NC=N1)O)C (6-chloro-5-methylpyrimidin-4-ol), NC1=CC=CC=C1 (aniline). Yields the product ClC1=C(C(=NC=N1)NC1=CC=CC=C1)C (6-Chloro-5-methyl-N-phenylpyrimidin-4-amine). Reaction SMILES: [Cl:1][C:2]1[N:7]=[CH:6][N:5]=[C:4](O)[C:3]=1[CH3:9].[NH2:10][C:11]1[CH:16]=[CH:15][CH:14]=[CH:13][CH:12]=1>>[Cl:1][C:2]1[N:7]=[CH:6][N:5]=[C:4]([NH:10][C:11]2[CH:16]=[CH:15][CH:14]=[CH:13][CH:12]=2)[C:3]=1[CH3:9]. Reported procedure: Synthesized according to the method of reagent preparation 49 using 6-chloro-5-methylpyrimidin-4-ol and aniline in step 1.